From a dataset of the Open Reaction Database (ORD), a public repository of structured organic reaction records. describe an organic reaction: reactants, conditions, products, and yield Starting materials: COC1=CC=C(C=C1)C1=C(C=C(C=C1)C#N)C (4′-methoxy-2-methyl-1,1′-biphenyl-4-carbonitrile), B(Br)(Br)Br (BBr3). The product is OC1=CC=C(C=C1)C1=C(C=C(C=C1)C#N)C (4′-hydroxy-2-methyl-1,1′-biphenyl-4-carbonitrile). The yield is 98.0%. As a reaction SMILES: C[O:2][C:3]1[CH:8]=[CH:7][C:6]([C:9]2[CH:14]=[CH:13][C:12]([C:15]#[N:16])=[CH:11][C:10]=2[CH3:17])=[CH:5][CH:4]=1.B(Br)(Br)Br>>[OH:2][C:3]1[CH:4]=[CH:5][C:6]([C:9]2[CH:14]=[CH:13][C:12]([C:15]#[N:16])=[CH:11][C:10]=2[CH3:17])=[CH:7][CH:8]=1. Reported procedure: The product from Example 165A and 1.0M BBr3 were processed as described in Example 164B to provide the title compound (98% yield). 1HNMR (300 MHz, CDCl3) δ2.42 (s, 3H), 5.2 (s, 1H), 6.70-7.54 (m, 7H); MS (DCI) m/z 210 (M+H)+. Reactants: CCCO, Nc1nc(Cl)nc2c1ncn2Cc1ccccc1. The product is CCCOc1nc(N)c2ncn(Cc3ccccc3)c2n1. As a reaction SMILES: [CH2:19]([CH2:20][CH3:21])[OH:22].[NH2:1][c:2]1[c:3]2[n:4][cH:5][n:6]([CH2:12][c:13]3[cH:14][cH:15][cH:16][cH:17][cH:18]3)[c:7]2[n:8][c:9]([Cl:11])[n:10]1>>[NH2:1][c:2]1[c:3]2[n:4][cH:5][n:6]([CH2:12][c:13]3[cH:14][cH:15][cH:16][cH:17][cH:18]3)[c:7]2[n:8][c:9]([O:22][CH2:19][CH2:20][CH3:21])[n:10]1. Reactants: ClC(=O)N(NC(=O)N(C)OC)C1=CC=CC=2CC(OC21)C (1-(chlorocarbonyl)-1-(2,3-dihydro-2-methylbenzofuran-7-yl)-4-methoxy-4-methylsemicarbazide), C(C)(C)N(CC)C(C)C (N,N-diisopropyl-N-ethylamine). Run in CO (methanol). Conditions: time 18 hour. Product: CC1OC2=C(C1)C=CC=C2N2C(OC(=N2)N(C)OC)=O (3-(2,3-Dihydro-2-methylbenzofuran-7-yl)-5-(N-methoxy-N-methylamino)-1,3,4oxadiazol-2(3H)-one). As a reaction SMILES: Cl[C:2]([N:4]([C:12]1[C:20]2[O:19][CH:18]([CH3:21])[CH2:17][C:16]=2[CH:15]=[CH:14][CH:13]=1)[NH:5][C:6]([N:8]([O:10][CH3:11])[CH3:9])=[O:7])=[O:3].C(N(C(C)C)CC)(C)C>CO>[CH3:21][CH:18]1[CH2:17][C:16]2[CH:15]=[CH:14][CH:13]=[C:12]([N:4]3[N:5]=[C:6]([N:8]([O:10][CH3:11])[CH3:9])[O:7][C:2]3=[O:3])[C:20]=2[O:19]1. Procedure details: 3.4 g of 1F, 2.5 g of N,N-diisopropyl-N-ethylamine and 75 ml of methanol were mixed. The resulting solution was allowed to stand at room temperature for 18 hours, then was warmed on a steam bath for 24 hours. The solvent was evaporated under reduced pressure and the residue was flash chromatographed over silica gel, a 2:15:33 v:v:v mixture of tetrahydrofuran, ethyl acetate and hexane being used as eluent. One product, Rf =0.14, was obtained as an off-white solid. Recrystallization from ether/hex... The reactants are COC(CN)OC (Aminoacetaldehyde dimethyl acetal), C1(\C=C/C(=O)O1)=O (maleic anhydride), amine. Procedure details: Aminoacetaldehyde dimethyl acetal (90 g, 0.857 mol) was added over 45 min to a 16° C. mixture of 84 g (0.857 mol) of purified maleic anhydride (azeotropic removal of H2O by distillation of xylene from crude anhydride) in 855 mL of CH2Cl2 (reaction temperature below 30° C.). After 1 h all of the amine had reacted and the solvent was removed on a rotary evaporator to yield a yellow solid. Recrystallization from MeOH gave 138 g (75% yield) of white solid, mp 91°-92° C. Further recrystallization (to... The product is COC(CNC(\C=C/C(=O)O)=O)OC (N-(2,2-Dimethoxyethyl)maleamic acid). RXN SMILES: [CH3:1][O:2][CH:3]([O:6][CH3:7])[CH2:4][NH2:5].[C:8]1(=[O:14])[O:13][C:11](=[O:12])[CH:10]=[CH:9]1>C(Cl)Cl>[CH3:1][O:2][CH:3]([O:6][CH3:7])[CH2:4][NH:5][C:8](=[O:14])/[CH:9]=[CH:10]\[C:11]([OH:13])=[O:12]. Solvent: C(Cl)Cl (CH2Cl2). Isolated yield 79.2%. The reactants are NC=1NC2=C(N1)C=C(C(=C2)Cl)Cl (2-Amino-5,6-dichlorobenzimidazole), C(C)(=O)O[C@H]1[C@H](OC(C)=O)[C@H](OC(C)=O)[C@H](O1)COC(C)=O (1,2,3,5-tetra-O-acetyl-β-D-ribofuranose). The solvent is C(C)#N (acetonitrile). Run at temperature 60 celsius. Yields the product NC1=NC2=C(N1[C@H]1[C@H](OC(C)=O)[C@H](OC(C)=O)[C@H](O1)COC(C)=O)C=C(C(=C2)Cl)Cl (2-Amino-5,6-dichloro-1-(2,3,5-tri-O-acetyl-β-D-ribofuranosyl) benzimidazole). The yield is 15.5%. Reaction SMILES: [NH2:1][C:2]1[NH:3][C:4]2[CH:10]=[C:9]([Cl:11])[C:8]([Cl:12])=[CH:7][C:5]=2[N:6]=1.C(O[C@@H:17]1[O:29][C@H:28]([CH2:30][O:31][C:32](=[O:34])[CH3:33])[C@@H:23]([O:24][C:25](=[O:27])[CH3:26])[C@H:18]1[O:19][C:20](=[O:22])[CH3:21])(=O)C>C(#N)C>[NH2:1][C:2]1[N:3]([C@@H:17]2[O:29][C@H:28]([CH2:30][O:31][C:32](=[O:34])[CH3:33])[C@@H:23]([O:24][C:25](=[O:27])[CH3:26])[C@H:18]2[O:19][C:20](=[O:22])[CH3:21])[C:4]2[CH:10]=[C:9]([Cl:11])[C:8]([Cl:12])=[CH:7][C:5]=2[N:6]=1. Procedure details: 2-Amino-5,6-dichlorobenzimidazole (4) (3 g, 16 mmole) was dissolved in dry acetonitrile (150 ml) and stirred in an inert atmosphere at 60° C. BSA (4.37 ml, 17 mmole) was added and the mixture was stirred for 10 minutes. 1,2,3,5-tetra-O-acetyl-β-D-ribofuranose (5.09 g, 16 mmole) and TMSTF (3.29 ml, 17 mmole) were added to the clear solution and the mixture was allowed to stir at 60° C. for 1 hr. The mixture was concentrated under reduced pressure and separated on a silica column to yield 1.14 g (... Starting materials: CC(C)(C)N, O=S(=O)(Cl)c1cc(Cl)ccc1F, C1CCOC1. Yields the product CC(C)(C)NS(=O)(=O)c1cc(Cl)ccc1F. RXN SMILES: [CH3:13][C:14]([CH3:15])([CH3:16])[NH2:17].[Cl:1][c:2]1[cH:3][cH:4][c:5]([F:12])[c:6]([S:8](=[O:9])(=[O:10])[Cl:11])[cH:7]1.[O:18]1[CH2:19][CH2:20][CH2:21][CH2:22]1>>[Cl:1][c:2]1[cH:3][cH:4][c:5]([F:12])[c:6]([S:8](=[O:9])(=[O:10])[NH:17][C:14]([CH3:13])([CH3:15])[CH3:16])[cH:7]1. Reactants: CCNC(=O)Nc1ccc(-c2ccc3c(c2)c(=O)c(C(=O)OCC)cn3CCOC)cn1, CCO, [Na+], C1CCOC1, [OH-]. Yields the product CCNC(=O)Nc1ccc(-c2ccc3c(c2)c(=O)c(C(=O)O)cn3CCOC)cn1. RXN SMILES: [CH2:1]([CH3:2])[NH:3][C:4]([NH:5][c:6]1[cH:7][cH:8][c:9](-[c:12]2[cH:13][c:14]3[c:15](=[O:31])[c:16]([C:26](=[O:27])[O:28][CH2:29][CH3:30])[cH:17][n:18]([CH2:22][CH2:23][O:24][CH3:25])[c:19]3[cH:20][cH:21]2)[cH:10][n:11]1)=[O:32].[CH3:35][CH2:36][OH:37].[Na+:34].[O:38]1[CH2:39][CH2:40][CH2:41][CH2:42]1.[OH-:33]>>[CH2:1]([CH3:2])[NH:3][C:4]([NH:5][c:6]1[cH:7][cH:8][c:9](-[c:12]2[cH:13][c:14]3[c:15](=[O:31])[c:16]([C:26](=[O:27])[OH:28])[cH:17][n:18]([CH2:22][CH2:23][O:24][CH3:25])[c:19]3[cH:20][cH:21]2)[cH:10][n:11]1)=[O:32]. The reactants are BrC=1C=C(C(N(C1)C)=O)NC1=NC=C(C=C1)C(=O)N1[C@@H](COCC1)C ((R)-5-Bromo-1-methyl-3-(5-(3-methylmorpholine-4-carbonyl)pyridin-2-ylamino)pyridin-2(1H)-one), B1(OC(C(O1)(C)C)(C)C)B2OC(C(O2)(C)C)(C)C (bis(pinacolato)diboron), CC(C)C1=CC(=C(C(=C1)C(C)C)C2=C(C=CC=C2)P(C3CCCCC3)C4CCCCC4)C(C)C (X-phos), C(C)(=O)[O-].[K+] (potassium acetate). The reagents and catalysts are C=1C=CC(=CC1)/C=C/C(=O)/C=C/C2=CC=CC=C2.C=1C=CC(=CC1)/C=C/C(=O)/C=C/C2=CC=CC=C2.C=1C=CC(=CC1)/C=C/C(=O)/C=C/C2=CC=CC=C2.[Pd].[Pd] (Pd2(dba)3). Run in O1CCOCC1 (1,4-dioxane). Run at temperature 70 celsius. The product is CN1C=C(C=C(C1=O)NC1=NC=C(C=C1)C(=O)N1[C@@H](COCC1)C)B(O)O ((R)-1-Methyl-5-(5-(3-methylmorpholine-4-carbonyl)pyridin-2-ylamino)-6-oxo-1,6-dihydropyridin-3-ylboronic Acid). Isolated yield 94.6%. As a reaction SMILES: Br[C:2]1[CH:3]=[C:4]([NH:10][C:11]2[CH:16]=[CH:15][C:14]([C:17]([N:19]3[CH2:24][CH2:23][O:22][CH2:21][C@H:20]3[CH3:25])=[O:18])=[CH:13][N:12]=2)[C:5](=[O:9])[N:6]([CH3:8])[CH:7]=1.[B:26]1(B2OC(C)(C)C(C)(C)O2)[O:30]C(C)(C)C(C)(C)[O:27]1.CC(C1C=C(C(C)C)C(C2C=CC=CC=2P(C2CCCCC2)C2CCCCC2)=C(C(C)C)C=1)C.C([O-])(=O)C.[K+]>C1C=CC(/C=C/C(/C=C/C2C=CC=CC=2)=O)=CC=1.C1C=CC(/C=C/C(/C=C/C2C=CC=CC=2)=O)=CC=1.C1C=CC(/C=C/C(/C=C/C2C=CC=CC=2)=O)=CC=1.[Pd].[Pd].O1CCOCC1>[CH3:8][N:6]1[C:5](=[O:9])[C:4]([NH:10][C:11]2[CH:16]=[CH:15][C:14]([C:17]([N:19]3[CH2:24][CH2:23][O:22][CH2:21][C@H:20]3[CH3:25])=[O:18])=[CH:13][N:12]=2)=[CH:3][C:2]([B:26]([OH:30])[OH:27])=[CH:7]1 |f:3.4,5.6.7.8.9|. Procedure details: A 100-mL round-bottomed flask equipped with a reflux condenser was charged with 132b (580 mg. 1.42 mmol), bis(pinacolato)diboron (1.2 g, 4.5 mmol), Pd2(dba)3 (137 mg, 0.15 mmol), X-phos (71 mg, 0.15 mmol), potassium acetate (294 mg, 3.0 mmol), and 1,4-dioxane (20 mL). After three cycles of vacuum/argon flush, the mixture was heated at 70° C. for 2 h. Then it was filtered and the filtrate was evaporated under reduced pressure. The residue was washed with petroleum ether to afford 132c (500 mg, 94... Starting materials: hydrochloride salt, N1N=CC(=C1)C=1C=NC=CC1OC1=CC(=C(C=C1F)NC(=O)C=1C(N(C=CC1OCC)C1=CC=C(C=C1)F)=O)F (N-(4-(3-(1H-pyrazol-4-yl)pyridin-4-yloxy)-2,5-difluorophenyl)-4-ethoxy-1-(4-fluorophenyl)-2-oxo-1,2-dihydropyridine-3-carboxamide), Cl (HCl). Solvent: C(C)#N (acetonitrile), O (water). Yields the product Cl.N1N=CC(=C1)C=1C=NC=CC1OC1=CC(=C(C=C1F)NC(=O)C=1C(N(C=CC1OCC)C1=CC=C(C=C1)F)=O)F (N-(4-(3-(1H-pyrazol-4-yl)pyridin-4-yloxy)-2,5-difluorophenyl)-4-ethoxy-1-(4-fluorophenyl)-2-oxo-1,2-dihydropyridine-3-carboxamide hydrochloride). Yield: 93.8%. RXN SMILES: [NH:1]1[CH:5]=[C:4]([C:6]2[CH:7]=[N:8][CH:9]=[CH:10][C:11]=2[O:12][C:13]2[C:18]([F:19])=[CH:17][C:16]([NH:20][C:21]([C:23]3[C:24](=[O:39])[N:25]([C:32]4[CH:37]=[CH:36][C:35]([F:38])=[CH:34][CH:33]=4)[CH:26]=[CH:27][C:28]=3[O:29][CH2:30][CH3:31])=[O:22])=[C:15]([F:40])[CH:14]=2)[CH:3]=[N:2]1.[ClH:41]>C(#N)C.O>[ClH:41].[NH:1]1[CH:5]=[C:4]([C:6]2[CH:7]=[N:8][CH:9]=[CH:10][C:11]=2[O:12][C:13]2[C:18]([F:19])=[CH:17][C:16]([NH:20][C:21]([C:23]3[C:24](=[O:39])[N:25]([C:32]4[CH:37]=[CH:36][C:35]([F:38])=[CH:34][CH:33]=4)[CH:26]=[CH:27][C:28]=3[O:29][CH2:30][CH3:31])=[O:22])=[C:15]([F:40])[CH:14]=2)[CH:3]=[N:2]1 |f:4.5|. Procedure details: In a sealed tube, N-(4-(3-bromopyridin-4-yloxy)-2,5-difluorophenyl)-4-ethoxy-1-(4-fluorophenyl)-2-oxo-1,2-dihydropyridine-3-carboxamide (0.124 g, 0.221 mmol), 4-(4,4,5,5-tetramethyl-1,3,2-dioxaborolan-2-yl)-1H-pyrazole (0.064 g, 0.332 mmol), potassium carbonate (0.092 g, 0.664 mmol), and tetrakistriphenylphosphine palladium (0) (0.026 g, 0.022 mmol) were suspended in dioxane (6 mL) and water (1.5 mL). The mixture was degassed with Ar and heated at 85° C. overnight. Additional 4-(4,4,5,5-tetramet... Reactants: Cl.OC(C(=O)OCC)C1CNCCO1 (ethyl 2-hydroxy-2-morpholin-2-ylacetate hydrochloride), CC1=CC=C(C(=O)Cl)C=C1 (4-methylbenzoyl chloride), S(=O)(=O)(C)Cl (mesyl chloride). The product is OC(C(=O)OCC)C1CN(CCO1)C(C1=CC=C(C=C1)C)=O (ethyl 2-hydroxy-2-[4-(4-methylbenzoyl)morpholin-2-yl]acetate). The yield is 31.2%. Reaction SMILES: Cl.[OH:2][CH:3]([CH:9]1[O:14][CH2:13][CH2:12][NH:11][CH2:10]1)[C:4]([O:6][CH2:7][CH3:8])=[O:5].[CH3:15][C:16]1[CH:24]=[CH:23][C:19]([C:20](Cl)=[O:21])=[CH:18][CH:17]=1.S(Cl)(C)(=O)=O>>[OH:2][CH:3]([CH:9]1[O:14][CH2:13][CH2:12][N:11]([C:20](=[O:21])[C:19]2[CH:23]=[CH:24][C:16]([CH3:15])=[CH:17][CH:18]=2)[CH2:10]1)[C:4]([O:6][CH2:7][CH3:8])=[O:5] |f:0.1|. Procedure details: According to the Step 28-1 in synthetic method for EXAMPLE 28, compound 115-3 (0.2 g) and 4-methylbenzoyl chloride (164 mg) were used instead of 26-5 and mesyl chloride to obtain compound 115-4 (85 mg) as a pale yellow amorphous solid.